Dataset: the Open Reaction Database (ORD), a public repository of structured organic reaction records. Task: describe an organic reaction: reactants, conditions, products, and yield Reactants: C(C)(C)(C)OC(=O)N1C(=CC=C1)C1=C(C=C(C(=C1)C=O)OC)OC (2-(5-formyl-2,4-dimethoxy-phenyl)-pyrrole-1-carboxylic acid tert-butyl ester), C(C)(=O)C1=CC=C(C(=O)O)C=C1 (4-acetylbenzoic acid). Product: C(C)(C)(C)OC(=O)N1C(=CC=C1)C1=C(C=C(C(=C1)\C=C\C(=O)C1=CC=C(C=C1)C(=O)O)OC)OC (2-{5-[3-(4-Carboxy-phenyl)-3-oxo-E-propenyl]-2,4-dimethoxy-phenyl}-pyrrole-1-carboxylic acid tert-butyl ester). Isolated yield 6.0%. Reaction SMILES: [C:1]([O:5][C:6]([N:8]1[CH:12]=[CH:11][CH:10]=[C:9]1[C:13]1[CH:18]=[C:17]([CH:19]=O)[C:16]([O:21][CH3:22])=[CH:15][C:14]=1[O:23][CH3:24])=[O:7])([CH3:4])([CH3:3])[CH3:2].[C:25]([C:28]1[CH:36]=[CH:35][C:31]([C:32]([OH:34])=[O:33])=[CH:30][CH:29]=1)(=[O:27])[CH3:26]>>[C:1]([O:5][C:6]([N:8]1[CH:12]=[CH:11][CH:10]=[C:9]1[C:13]1[CH:18]=[C:17](/[CH:19]=[CH:26]/[C:25]([C:28]2[CH:36]=[CH:35][C:31]([C:32]([OH:34])=[O:33])=[CH:30][CH:29]=2)=[O:27])[C:16]([O:21][CH3:22])=[CH:15][C:14]=1[O:23][CH3:24])=[O:7])([CH3:4])([CH3:3])[CH3:2]. Procedure: The title compound was prepared by condensing 2-(5-formyl-2,4-dimethoxy-phenyl)-pyrrole-1-carboxylic acid tert-butyl ester (Ex-57A) and 4-acetylbenzoic acid in a similar manner as described in Ex-3. Yellow solid, mp 205–207° C., 6% yield. 1H-NMR (DMSO-d6) δ 8.19 (d, J=5 Hz, 2H), 8.00–8.10 (m, 3H), 7.87 (s, 1H), 7.80 (d, J=16 Hz, 1H), 7.27–7.28 (m, 1H), 6.71 (s, 1H), 6.22–6.23 (m, 1H), 6.14–6.16 (m, 1H), 3.96 (s, 3H), 3.79 (s, 3H), 1.29 (s, 9H). MS m/z=476 ([M−H]+). HMRS (EI) calcd. for C27H27NO7... The reactants are C(C)(C)N1CCC(CC1)C(=N)NO (1-isopropyl-N-hydroxypiperidine-4-carboxamidine), C(C)(=O)C1=CC=C(C(=O)Cl)C=C1 (4-acetylbenzoyl chloride). Product: Cl.C(C)(C)N1CCC(CC1)C1=NOC(=N1)C1=CC=C(C=C1)C(C)=O (1-{4-[3-(1-Isopropylpiperidin-4-yl)[1,2,4]oxadiazol-5-yl]phenyl}ethanone, hydrochloride). As a reaction SMILES: [CH:1]([N:4]1[CH2:9][CH2:8][CH:7]([C:10]([NH:12][OH:13])=[NH:11])[CH2:6][CH2:5]1)([CH3:3])[CH3:2].[C:14]([C:17]1[CH:25]=[CH:24][C:20]([C:21]([Cl:23])=O)=[CH:19][CH:18]=1)(=[O:16])[CH3:15]>>[ClH:23].[CH:1]([N:4]1[CH2:9][CH2:8][CH:7]([C:10]2[N:11]=[C:21]([C:20]3[CH:24]=[CH:25][C:17]([C:14](=[O:16])[CH3:15])=[CH:18][CH:19]=3)[O:13][N:12]=2)[CH2:6][CH2:5]1)([CH3:3])[CH3:2] |f:2.3|. Reported procedure: The title compound was prepared by a similar procedure to that described in Example 56, starting from 1-isopropyl-N-hydroxypiperidine-4-carboxamidine and 4-acetylbenzoyl chloride. Reaction conditions: time 18 hour. Yield: 52.4%. Reactants: C(C)(C)(C)OC(NC(C1=CC(=CC=C1)OCC1CCNCC1)C1=CC=CC=C1)=O (tert-butyl(phenyl(3-(piperidin-4-ylmethoxy)phenyl)-methyl)carbamate), C(=O)C1=CC=C(C(=O)OCCCC2OCCO2)C=C1 (3-(1,3-dioxolan-2-yl)propyl 4-formylbenzoate), C(C)(=O)O[BH-](OC(C)=O)OC(C)=O.[Na+] (sodium triacetoxyborohydride). Reaction SMILES: [C:1]([O:5][C:6](=[O:29])[NH:7][CH:8]([C:23]1[CH:28]=[CH:27][CH:26]=[CH:25][CH:24]=1)[C:9]1[CH:14]=[CH:13][CH:12]=[C:11]([O:15][CH2:16][CH:17]2[CH2:22][CH2:21][NH:20][CH2:19][CH2:18]2)[CH:10]=1)([CH3:4])([CH3:3])[CH3:2].[CH:30]([C:32]1[CH:48]=[CH:47][C:35]([C:36]([O:38][CH2:39][CH2:40][CH2:41][CH:42]2[O:46][CH2:45][CH2:44][O:43]2)=[O:37])=[CH:34][CH:33]=1)=O.C(O[BH-](OC(=O)C)OC(=O)C)(=O)C.[Na+]>C(Cl)Cl>[C:1]([O:5][C:6]([NH:7][CH:8]([C:23]1[CH:28]=[CH:27][CH:26]=[CH:25][CH:24]=1)[C:9]1[CH:10]=[C:11]([CH:12]=[CH:13][CH:14]=1)[O:15][CH2:16][CH:17]1[CH2:18][CH2:19][N:20]([CH2:30][C:32]2[CH:33]=[CH:34][C:35]([C:36]([O:38][CH2:39][CH2:40][CH2:41][CH:42]3[O:43][CH2:44][CH2:45][O:46]3)=[O:37])=[CH:47][CH:48]=2)[CH2:21][CH2:22]1)=[O:29])([CH3:4])([CH3:2])[CH3:3] |f:2.3|. Run in C(Cl)Cl (DCM), C(Cl)Cl (DCM). Procedure: To a stirred solution of tert-butyl(phenyl(3-(piperidin-4-ylmethoxy)phenyl)-methyl)carbamate (0.335 g, 0.84 mmol) and 3-(1,3-dioxolan-2-yl)propyl 4-formylbenzoate (0.706 g, 2.67 mmol) in DCM (5 mL), was added sodium triacetoxyborohydride (0.213 g, 1.01 mmol). The reaction mixture was stirred at room temperature for 18 hours. The reaction mixture was diluted with DCM and washed with water, saturated aqueous sodium hydrogen carbonate, and brine. The organic phase was dried with anhydrous magnesium... Product: C(C)(C)(C)OC(=O)NC(C=1C=C(OCC2CCN(CC2)CC2=CC=C(C(=O)OCCCC3OCCO3)C=C2)C=CC1)C1=CC=CC=C1 (3-(1,3-Dioxolan-2-yl)propyl 4-((4-((3-(((tert-butoxycarbonyl)amino)(phenyl)-methyl)phenoxy)methyl)piperidin-1-yl)methyl)benzoate).